Dataset: the Open Reaction Database (ORD), a public repository of structured organic reaction records. Task: describe an organic reaction: reactants, conditions, products, and yield Starting materials: C(C)(C)(C)OC(NCC=1N(C(C2=CC=C(C=C2C1C1=CC=CC=C1)C(=NO)N)=O)CC(C)C)=O (tert-butyl{6-[amino(hydroxyimino)methyl]-2-isobutyl-1-oxo-4-phenyl-1,2-dihydro-3-isoquinolinyl}methylcarbamate), N1=CC=CC=C1 (pyridine), ClC(C(=O)OCC)=O (ethyl chlorooxoacetate). Run in C1(=CC=CC=C1)C (toluene). Conditions: temperature 80 celsius, time 1 hour. Yields the product C(C)(C)(C)OC(=O)NCC=1N(C(C2=CC=C(C=C2C1C1=CC=CC=C1)C1=NOC(=N1)C(=O)OCC)=O)CC(C)C (ethyl 3-(3-{[(tert-butoxycarbonyl)amino]methyl}-2-isobutyl-1-oxo-4-phenyl-1,2-dihydro-6-isoquinolinyl)-1,2,4-oxadiazole-5-carboxylate). The yield is 47.6%. RXN SMILES: [C:1]([O:5][C:6](=[O:34])[NH:7][CH2:8][C:9]1[N:10]([CH2:30][CH:31]([CH3:33])[CH3:32])[C:11](=[O:29])[C:12]2[C:17]([C:18]=1[C:19]1[CH:24]=[CH:23][CH:22]=[CH:21][CH:20]=1)=[CH:16][C:15]([C:25]([NH2:28])=[N:26][OH:27])=[CH:14][CH:13]=2)([CH3:4])([CH3:3])[CH3:2].N1C=CC=CC=1.Cl[C:42](=O)[C:43]([O:45][CH2:46][CH3:47])=[O:44]>C1(C)C=CC=CC=1>[C:1]([O:5][C:6]([NH:7][CH2:8][C:9]1[N:10]([CH2:30][CH:31]([CH3:32])[CH3:33])[C:11](=[O:29])[C:12]2[C:17]([C:18]=1[C:19]1[CH:20]=[CH:21][CH:22]=[CH:23][CH:24]=1)=[CH:16][C:15]([C:25]1[N:28]=[C:42]([C:43]([O:45][CH2:46][CH3:47])=[O:44])[O:27][N:26]=1)=[CH:14][CH:13]=2)=[O:34])([CH3:4])([CH3:3])[CH3:2]. Reported procedure: To a mixture of tert-butyl{6-[amino(hydroxyimino)methyl]-2-isobutyl-1-oxo-4-phenyl-1,2-dihydro-3-isoquinolinyl}methylcarbamate (0.23 g, 0.50 mmol) and pyridine (0.043 mL, 0.53 mmol) in toluene (20 mL), was added ethyl chlorooxoacetate (0.059 mL, 0.53 mmol), and the mixture was stirred at room temperature for 1 h and at 80° C. for 1 h. The reaction mixture was partitioned between water (50 mL) and ethyl acetate (50 mL). The organic layer was washed with brine, dried over anhydrous magnesium sulfa... Starting materials: CS(=O)(=O)NC=1C=C2C=CNC2=CC1 (5-methanesulfonylamino-1H-indole), C(CCC)N1CCC(CC1)=O (1-butyl-4-piperidone). The product is CS(=O)(=O)NC=1C=C2C(=CNC2=CC1)C=1CCN(CC1)CCCC (5-methanesulfonylamino-3-(1-butyl-1,2,3,6-tetrahydropyridin-4-yl)-1H-indole). The yield is 84.6%. RXN SMILES: [CH3:1][S:2]([NH:5][C:6]1[CH:7]=[C:8]2[C:12](=[CH:13][CH:14]=1)[NH:11][CH:10]=[CH:9]2)(=[O:4])=[O:3].[CH2:15]([N:19]1[CH2:24][CH2:23][C:22](=O)[CH2:21][CH2:20]1)[CH2:16][CH2:17][CH3:18]>>[CH3:1][S:2]([NH:5][C:6]1[CH:7]=[C:8]2[C:12](=[CH:13][CH:14]=1)[NH:11][CH:10]=[C:9]2[C:22]1[CH2:23][CH2:24][N:19]([CH2:15][CH2:16][CH2:17][CH3:18])[CH2:20][CH:21]=1)(=[O:3])=[O:4]. Procedure: Beginning with 1.0 gm (4.76 mMol) 5-methanesulfonylamino-1H-indole and 0.96 gm (6.2 mMol) 1-butyl-4-piperidone, 1.4 gm (84.8%) of the title compound were recovered as a yellow powder. The reactants are N1=C(C=CC2=CC=CC=C12)COC1=CC=C(CC=2C=C(C(=O)O)C=CC2)C=C1 (3-(4-(2-quinolinylmethyloxy)benzyl)benzoic acid), ClCCl (dichloromethane). The reagents and catalysts are CN(C=O)C (dimethylformamide). Yields the product N1=C(C=CC2=CC=CC=C12)COC1=CC=C(CC=2C=C(C(=O)Cl)C=CC2)C=C1 (3-(4-(2-quinolinylmethyloxy)benzyl)benzoyl chloride). Reaction SMILES: [N:1]1[C:10]2[C:5](=[CH:6][CH:7]=[CH:8][CH:9]=2)[CH:4]=[CH:3][C:2]=1[CH2:11][O:12][C:13]1[CH:28]=[CH:27][C:16]([CH2:17][C:18]2[CH:19]=[C:20]([CH:24]=[CH:25][CH:26]=2)[C:21](O)=[O:22])=[CH:15][CH:14]=1.[Cl:29]CCl>CN(C)C=O>[N:1]1[C:10]2[C:5](=[CH:6][CH:7]=[CH:8][CH:9]=2)[CH:4]=[CH:3][C:2]=1[CH2:11][O:12][C:13]1[CH:28]=[CH:27][C:16]([CH2:17][C:18]2[CH:19]=[C:20]([CH:24]=[CH:25][CH:26]=2)[C:21]([Cl:29])=[O:22])=[CH:15][CH:14]=1. Procedure: To (0.05 mol) of 3-(4-(2-quinolinylmethyloxy)benzyl)benzoic acid in dichloromethane solution (500 mol) and chilled in an ice bath is added thionyl chliride (0.06 mol) and a few drops of dimethylformamide. Upon completion of the reaction, the clear solution is evaporated to give 3-(4-(2-quinolinylmethyloxy)benzyl)benzoyl chloride. Starting materials: ClC=1C=C(C=CC1N1CCOCC1)NC(CC(C)=O)=O (N-(3-chloro-4-morpholinophenyl)-3-oxobutanamide), N (ammonia). Run in CO (MeOH). Run at time 8 hour. Product: N\C(=C/C(=O)NC1=CC(=C(C=C1)N1CCOCC1)Cl)\C ((Z)-3-amino-N-(3-chloro-4-morpholinophenyl)but-2-enamide). As a reaction SMILES: [Cl:1][C:2]1[CH:3]=[C:4]([NH:14][C:15](=[O:20])[CH2:16][C:17](=O)[CH3:18])[CH:5]=[CH:6][C:7]=1[N:8]1[CH2:13][CH2:12][O:11][CH2:10][CH2:9]1.[NH3:21]>CO>[NH2:21]/[C:17](/[CH3:18])=[CH:16]\[C:15]([NH:14][C:4]1[CH:5]=[CH:6][C:7]([N:8]2[CH2:13][CH2:12][O:11][CH2:10][CH2:9]2)=[C:2]([Cl:1])[CH:3]=1)=[O:20]. Reported procedure: A mixture of N-(3-chloro-4-morpholinophenyl)-3-oxobutanamide (2.0 g, 6.74 mmol), MeOH (15 mL) and ammonia (15 mL) was stirred at rt overnight. The mixture was then concentrated in vacuo to give the title compound, which was used for next step without further purification. The reactants are ClC1=CC=2N(C=3N(C(C2C=N1)=O)N=CC3)C (6-chloro-4-methylpyrazolo[1,5-a]pyrido[4,3-d]pyrimidin-9(4H)-one), ClC1=CC=2NC=3N(C(C2C=N1)=O)N=C(C3)C (6-chloro-2-methylpyrazolo[1,5-a]pyrido[4,3-d]pyrimidin-9(4H)-one). Yields the product CN1C=2N(C(C3=C1C=CN=C3)=O)N=CC2 (4-methylpyrazolo[1,5-a]pyrido[4,3-d]pyrimidin-9(4H)-one). Isolated yield 83.0%. As a reaction SMILES: Cl[C:2]1[N:11]=[CH:10][C:9]2[C:8](=[O:12])[N:7]3[N:13]=[CH:14][CH:15]=[C:6]3[N:5]([CH3:16])[C:4]=2[CH:3]=1.ClC1N=CC2C(=O)N3N=C(C)C=C3NC=2C=1>>[CH3:16][N:5]1[C:4]2[CH:3]=[CH:2][N:11]=[CH:10][C:9]=2[C:8](=[O:12])[N:7]2[N:13]=[CH:14][CH:15]=[C:6]12. Procedure details: By hydrogenating 6-chloro-4-methylpyrazolo[1,5-a]pyrido[4,3-d]pyrimidin-9(4H)-one of Example 6 by the procedure described in Example 4 for 6-chloro-2-methylpyrazolo[1,5-a]pyrido[4,3-d]pyrimidin-9(4H)-one, 4-methylpyrazolo[1,5-a]pyrido[4,3-d]pyrimidin-9(4H)-one is obtained, yield: 83%; m.p. >300°. Reactants: N1=CC=C(C=C1)C(C=O)C (pyridin-4-yl propionaldehyde), C(C)(C)(C)OC(NC(CCC1=C(C=CC=C1)Cl)C(=O)N1CCC(CC1)C)=O (tert-butyl{3-(2-chlorophenyl)-1-[(4-methylpiperidin-1-yl)carbonyl]propyl}carbamate), ClC1=C(C=CC=C1)C=CC=O (3-(2-chlorophenyl)propenal). Yields the product C(C)(C)(C)OC(NC(CCC1=CC=NC=C1)C(=O)N1CCC(CC1)C)=O (tert-Butyl{1-[(4-methylpiperidin-1-yl)carbonyl]-3-pyridin-4-ylpropyl}carbamate). As a reaction SMILES: [N:1]1[CH:6]=[CH:5][C:4]([CH:7]([CH3:10])C=O)=[CH:3][CH:2]=1.[C:11]([O:15][C:16](=[O:37])[NH:17][CH:18]([C:28]([N:30]1[CH2:35][CH2:34][CH:33]([CH3:36])[CH2:32][CH2:31]1)=[O:29])CCC1C=CC=CC=1Cl)([CH3:14])([CH3:13])[CH3:12].ClC1C=CC=CC=1C=CC=O>>[C:11]([O:15][C:16](=[O:37])[NH:17][CH:18]([C:28]([N:30]1[CH2:35][CH2:34][CH:33]([CH3:36])[CH2:32][CH2:31]1)=[O:29])[CH2:10][CH2:7][C:4]1[CH:3]=[CH:2][N:1]=[CH:6][CH:5]=1)([CH3:14])([CH3:12])[CH3:13]. Procedure: tert-Butyl{1-[(4-methylpiperidin-1-yl)carbonyl]-3-pyridin-4-ylpropyl}carbamate is prepared from pyridin-4-yl propionaldehyde (Kitbunnadaj, R. et al. J. Med. Chem, 2004, 47, 2414-2417) in the same manner that tert-butyl{3-(2-chlorophenyl)-1-[(4-methylpiperidin-1-yl)carbonyl]propyl}carbamate is prepared from 3-(2-chlorophenyl)propenal in Example 5. The reactants are CCC1CC(=O)CC1c1nnc2cnc3c(ccn3S(=O)(=O)c3ccc(C)cc3)n12, CCOC(=O)CP(=O)(OCC)OCC, C1CCOC1, CCOC(C)=O, [H-], [Na+], [Na+], O=C([O-])O. The product is CCOC(=O)C=C1CC(CC)C(c2nnc3cnc4c(ccn4S(=O)(=O)c4ccc(C)cc4)n23)C1. RXN SMILES: [CH2:17]([CH3:18])[CH:19]1[CH2:20][C:21](=[O:46])[CH2:22][CH:23]1[c:24]1[n:25][n:26][c:27]2[n:28]1[c:29]1[c:30]([n:31][cH:32]2)[n:33]([S:36](=[O:37])(=[O:38])[c:39]2[cH:40][cH:41][c:42]([CH3:43])[cH:44][cH:45]2)[cH:34][cH:35]1.[CH2:3]([O:4][P:5]([O:6][CH2:7][CH3:8])(=[O:9])[CH2:11][C:12](=[O:13])[O:14][CH2:15][CH3:16])[CH3:10].[CH2:52]1[O:53][CH2:54][CH2:55][CH2:56]1.[CH3:57][CH2:58][O:59][C:60]([CH3:61])=[O:62].[H-:2].[Na+:1].[Na+:51].[O-:47][C:48]([OH:49])=[O:50]>>[CH:11]([C:12](=[O:13])[O:14][CH2:15][CH3:16])=[C:21]1[CH2:20][CH:19]([CH2:17][CH3:18])[CH:23]([c:24]2[n:25][n:26][c:27]3[n:28]2[c:29]2[c:30]([n:31][cH:32]3)[n:33]([S:36](=[O:37])(=[O:38])[c:39]3[cH:40][cH:41][c:42]([CH3:43])[cH:44][cH:45]3)[cH:34][cH:35]2)[CH2:22]1.